This data is from the Open Reaction Database (ORD), a public repository of structured organic reaction records. The task is: describe an organic reaction: reactants, conditions, products, and yield Reactants: FC(C(=O)O)(F)F.CN[C@@H](C(C)C)C(=O)N[C@@H](C(C)C)C(=O)N(C)[C@H]([C@@H](CC(=O)N1[C@@H](CCC1)[C@@H]([C@H](C(=O)N[C@H](COCC1=CC=CC=C1)CC1=CC=CC=C1)C)OC)OC)[C@H](CC)C (N-methyl-L-valyl-N-[(3R,4S,5S)-1-{(2S)-2-[(1R,2R)-3-{[(2S)-1-(benzyloxy)-3-phenylpropan-2-yl]amino}-1-methoxy-2-methyl-3-oxopropyl]pyrrolidin-1-yl}-3-methoxy-5-methyl-1-oxoheptan-4-yl]-N-methyl-L-valinamide trifluoroacetate), C(CCC=O)(=O)O (succinaldehydic acid), C(#N)[BH3-].[Na+] (sodium cyanoborohydride), Cl (hydrochloric acid), 1-dioxane water, C(CCC=O)(=O)O (succinaldehydic acid), C(#N)[BH3-].[Na+] (sodium cyanoborohydride), Cl (hydrochloric acid). The solvent is C(C1=CC=CC=C1)OC(=O)N[C@@H](C(C)C)C(=O)N([C@H]([C@@H](CC(=O)OC(C)(C)C)OC)[C@H](CC)C)C (tert-butyl (3R,4S,5S)-4-[{N-[(benzyloxy)carbonyl]-L-valyl}(methyl)amino]-3-methoxy-5-methylheptanoate). Run at temperature 100 celsius. Yields the product C(=O)(O)CCCN([C@@H](C(C)C)C(=O)N[C@@H](C(C)C)C(=O)N(C)[C@H]([C@@H](CC(=O)N1[C@@H](CCC1)[C@@H]([C@H](C(=O)N[C@H](COCC1=CC=CC=C1)CC1=CC=CC=C1)C)OC)OC)[C@H](CC)C)C (N-(3-carboxypropyl)-N-methyl-L-valyl-N-[(3R,4S,5S)-1-{(2S)-2-[(1R,2R)-3-{[(2S)-1-(benzyloxy)-3-phenylpropan-2-yl]amino}-1-methoxy-2-methyl-3-oxopropyl]pyrrolidin-1-yl}-3-methoxy-5-methyl-1-oxoheptan-4-yl]-N-methyl-L-valinamide). As a reaction SMILES: FC(F)(F)C(O)=O.[CH3:8][NH:9][C@H:10]([C:14]([NH:16][C@H:17]([C:21]([N:23]([C@@H:25]([C@@H:62]([CH3:65])[CH2:63][CH3:64])[C@H:26]([O:60][CH3:61])[CH2:27][C:28]([N:30]1[CH2:34][CH2:33][CH2:32][C@H:31]1[C@H:35]([O:58][CH3:59])[C@@H:36]([CH3:57])[C:37]([NH:39][C@@H:40]([CH2:50][C:51]1[CH:56]=[CH:55][CH:54]=[CH:53][CH:52]=1)[CH2:41][O:42][CH2:43][C:44]1[CH:49]=[CH:48][CH:47]=[CH:46][CH:45]=1)=[O:38])=[O:29])[CH3:24])=[O:22])[CH:18]([CH3:20])[CH3:19])=[O:15])[CH:11]([CH3:13])[CH3:12].[C:66]([OH:72])(=[O:71])[CH2:67][CH2:68][CH:69]=O.C([BH3-])#N.[Na+].Cl>C(OC(N[C@H](C(N(C)[C@@H]([C@@H](C)CC)[C@H](OC)CC(OC(C)(C)C)=O)=O)C(C)C)=O)C1C=CC=CC=1>[C:66]([CH2:67][CH2:68][CH2:69][N:9]([CH3:8])[C@H:10]([C:14]([NH:16][C@H:17]([C:21]([N:23]([C@@H:25]([C@@H:62]([CH3:65])[CH2:63][CH3:64])[C@H:26]([O:60][CH3:61])[CH2:27][C:28]([N:30]1[CH2:34][CH2:33][CH2:32][C@H:31]1[C@H:35]([O:58][CH3:59])[C@@H:36]([CH3:57])[C:37]([NH:39][C@@H:40]([CH2:50][C:51]1[CH:56]=[CH:55][CH:54]=[CH:53][CH:52]=1)[CH2:41][O:42][CH2:43][C:44]1[CH:45]=[CH:46][CH:47]=[CH:48][CH:49]=1)=[O:38])=[O:29])[CH3:24])=[O:22])[CH:18]([CH3:19])[CH3:20])=[O:15])[CH:11]([CH3:13])[CH3:12])([OH:72])=[O:71] |f:0.1,3.4|. Reported procedure: 24 mg (26 μmol) of N-methyl-L-valyl-N-[(3R,4S,5S)-1-{(2S)-2-[(1R,2R)-3-{[(2S)-1-(benzyloxy)-3-phenylpropan-2-yl]amino}-1-methoxy-2-methyl-3-oxopropyl]pyrrolidin-1-yl}-3-methoxy-5-methyl-1-oxoheptan-4-yl]-N-methyl-L-valinamide trifluoroacetate and 33.7 μl of a 15% aqueous succinaldehydic acid solution (52 μmol) were dissolved in 953 μl of a 1:1-dioxane/water mixture and heated to 100° C. for 1 h. After brief cooling, 1.80 mg (29 μmol) of sodium cyanoborohydride were added. The reaction mixture wa... The reactants are FC1=C(C=CC=C1F)[N+](=O)[O-] (2,3-difluoronitrobenzene), N1CCC(CC1)CNC(OC(C)(C)C)=O (tert-butyl piperidin-4-ylmethylcarbamate), C(C)(C)N(C(C)C)CC (N,N-diisopropylethylamine). Solvent: CCO (EtOH), CCOC(=O)C (EtOAc). The product is [N+](=O)([O-])C1=CC=CC=C1 (nitrobenzene). As a reaction SMILES: F[C:2]1[C:7](F)=[CH:6][CH:5]=[CH:4][C:3]=1[N+:9]([O-:11])=[O:10].N1CCC(CNC(=O)OC(C)(C)C)CC1.C(N(CC)C(C)C)(C)C>CCO.CCOC(C)=O>[N+:9]([C:3]1[CH:4]=[CH:5][CH:6]=[CH:7][CH:2]=1)([O-:11])=[O:10]. Reported procedure: To a solution of 2,3-difluoronitrobenzene (5.0 g, 31 mmol) in EtOH (25 mL) were added tert-butyl piperidin-4-ylmethylcarbamate (8.1 g, 38 mmol), and N,N-diisopropylethylamine (6.6 mL, 38 mmol). The reaction was irradiated to 110° C. for 20 min by microwave. The crude reaction mixture was diluted with EtOAc, washed with 1 N HCl and brine, dried over MgSO4 and concentrated to yield nitrobenzene Int-2a (11.2 g, 99%) as yellow crystals. The crude product was used without further purification. Reactants: [Na+], [OH-], O, O=S(=O)(O)O, Nc1cc(Sc2cccc3cnccc23)ccc1[N+](=O)[O-]. The product is Nc1cc(S(=O)(=O)c2cccc3cnccc23)ccc1[N+](=O)[O-]. RXN SMILES: [Na+:28].[OH-:27].[OH2:29].[S:22]([OH:23])(=[O:24])(=[O:25])[OH:26].[cH:1]1[n:2][cH:3][cH:4][c:5]2[c:6]([S:11][c:12]3[cH:13][cH:14][c:15]([N+:19](=[O:20])[O-:21])[c:16]([NH2:17])[cH:18]3)[cH:7][cH:8][cH:9][c:10]12>>[cH:1]1[n:2][cH:3][cH:4][c:5]2[c:6]([S:11]([c:12]3[cH:13][cH:14][c:15]([N+:19](=[O:20])[O-:21])[c:16]([NH2:17])[cH:18]3)(=[O:23])=[O:27])[cH:7][cH:8][cH:9][c:10]12. Yield: 7.0%. Reactants: ClC1=CC=C(C=C1)C=1N=CNC1 (4-(4-chlorophenyl)-1H-imidazole), BrC=1SC=CC1 (2-bromothiophene). Procedure: The procedure described above in Example 29 for Formula IIc-iii was followed, starting from 4-(4-chlorophenyl)-1H-imidazole (125 mg, 0.595 mmol) and 2-bromothiophene, to prepare the desired 4-(4-chlorophenyl)-1-(thiophen-2-yl)-1H-imidazole (11 mg, 0.042 mmol, yield 7.0%) as a reddish sticky solid. The HPLC purity of the final product was 95.62%. LC-MS [M+H] 261 (C13H9ClN2S+1 expected 261.02). The 1H-NMR spectra was in accordance with the chemical structure. RXN SMILES: [Cl:1][C:2]1[CH:7]=[CH:6][C:5]([C:8]2[N:9]=[CH:10][NH:11][CH:12]=2)=[CH:4][CH:3]=1.Br[C:14]1[S:15][CH:16]=[CH:17][CH:18]=1>>[Cl:1][C:2]1[CH:3]=[CH:4][C:5]([C:8]2[N:9]=[CH:10][N:11]([C:14]3[S:15][CH:16]=[CH:17][CH:18]=3)[CH:12]=2)=[CH:6][CH:7]=1. Yields the product ClC1=CC=C(C=C1)C=1N=CN(C1)C=1SC=CC1 (4-(4-chlorophenyl)-1-(thiophen-2-yl)-1H-imidazole). Reactants: OC1=CC=C(C=C1)CCCC=1N(C(NN1)=O)C (5-[3-(4-hydroxyphenyl)propyl]-4-methyl-2,4-dihydro-[1,2,4]triazol-3-one), O(C1=CC=CC=C1)C=1C=C(CCl)C=CC1 (3-phenoxybenzyl chloride), C([O-])([O-])=O.[K+].[K+] (potassium carbonate). Solvent: CN(C)C=O (DMF). Conditions: time 8 hour. The product is CN1C(N(N=C1CCCC1=CC=C(C=C1)OCC1=CC(=CC=C1)OC1=CC=CC=C1)CC1=CC(=CC=C1)OC1=CC=CC=C1)=O (4-Methyl-2-(3-phenoxy-benzyl)-5-{3-[4-(3-phenoxy-benzyloxy)-phenyl]-propyl}-2,4-dihydro-[1,2,4]triazol-3-one). Isolated yield 87.0%. Reaction SMILES: [OH:1][C:2]1[CH:7]=[CH:6][C:5]([CH2:8][CH2:9][CH2:10][C:11]2[N:12]([CH3:17])[C:13](=[O:16])[NH:14][N:15]=2)=[CH:4][CH:3]=1.[O:18]([C:25]1[CH:26]=[C:27]([CH:30]=[CH:31][CH:32]=1)[CH2:28]Cl)[C:19]1[CH:24]=[CH:23][CH:22]=[CH:21][CH:20]=1.[C:33](=[O:36])([O-])[O-].[K+].[K+]>CN(C=O)C>[CH3:17][N:12]1[C:11]([CH2:10][CH2:9][CH2:8][C:5]2[CH:4]=[CH:3][C:2]([O:1][CH2:28][C:27]3[CH:30]=[CH:31][CH:32]=[C:25]([O:18][C:19]4[CH:24]=[CH:23][CH:22]=[CH:21][CH:20]=4)[CH:26]=3)=[CH:7][CH:6]=2)=[N:15][N:14]([CH2:28][C:27]2[CH:26]=[CH:25][CH:32]=[C:31]([O:36][C:33]3[CH:21]=[CH:20][CH:19]=[CH:24][CH:23]=3)[CH:30]=2)[C:13]1=[O:16] |f:2.3.4|. Reported procedure: To a solution of 5-[3-(4-hydroxyphenyl)propyl]-4-methyl-2,4-dihydro-[1,2,4]triazol-3-one (Example 1, step C) (0.350 g, 1.50 mmol) in DMF (5 mL), was added 3-phenoxybenzyl chloride (0.94 g, 4.29 mmol) followed by potassium carbonate powder (0.74 g, 5.35 mmol). The mixture was stirred at rt under nitrogen overnight. The reaction mixture was partitioned between ethyl acetate (20 mL) and water (20 mL). The organic phase was dried over MgSO4 and filtered. Evaporation of solvent gave a crude product, ... The reactants are C(C1=CC=CC=C1)OCC(=O)OCC(=O)NCCCCCCNC(=O)COC(COCC1=CC=CC=C1)=O (Benzyloxy-acetic acid {6-[2-(2-benzyloxy-acetoxy)-acetyl amino]-hexylcarbamoyl}-methyl ester). The reagents and catalysts are [Pd] (palladium on carbon). The solvent is CN(C)C=O (DMF). Conditions: temperature 70 celsius, time 72 hour. Yields the product OCC(=O)OCC(=O)NCCCCCCNC(=O)COC(CO)=O (Hydroxy-acetic acid {6-[2-(2-hydroxy -acetoxy)-acetylamino]-hexylcarbamoyl}-methyl ester). Reaction SMILES: C([O:8][CH2:9][C:10]([O:12][CH2:13][C:14]([NH:16][CH2:17][CH2:18][CH2:19][CH2:20][CH2:21][CH2:22][NH:23][C:24]([CH2:26][O:27][C:28](=[O:38])[CH2:29][O:30]CC1C=CC=CC=1)=[O:25])=[O:15])=[O:11])C1C=CC=CC=1>CN(C=O)C.[Pd]>[OH:8][CH2:9][C:10]([O:12][CH2:13][C:14]([NH:16][CH2:17][CH2:18][CH2:19][CH2:20][CH2:21][CH2:22][NH:23][C:24]([CH2:26][O:27][C:28](=[O:38])[CH2:29][OH:30])=[O:25])=[O:15])=[O:11]. Procedure: Benzyloxy-acetic acid {6-[2-(2-benzyloxy-acetoxy)-acetyl amino]-hexylcarbamoyl}-methyl ester (250 g) was dissolved in DMF (600 ml) in a pressure vessel (Autoclave), 50% wet palladium on carbon (10%, 75 g) was added and the mixture was stirred under hydrogen atmosphere (8 Kg) for 72 hours at 70° C. The catalyst was removed by filtration and 80% of the DMF was distilled off. The crude product was precipitated by adding to Methanol and filtered and dried to get pure (Hydroxy-acetic acid {6-[2-(2-hy...